This data is from the Open Reaction Database (ORD), a public repository of structured organic reaction records. The task is: describe an organic reaction: reactants, conditions, products, and yield Starting materials: ice, COC=1C=C(CCl)C=C(C1OC)OC (3,4,5-trimethoxybenzyl chloride), resultant mixture, O (water), solution, tetra-butyl lithium, S1CSCCC1 (1,3-dithiane). The solvent is CCCCC (pentane), O1CCCC1 (tetrahydrofuran), O1CCCC1 (tetrahydrofuran). Conditions: temperature -78 celsius, time 90 minute. Product: COC=1C=C(C=C(C1OC)OC)CC1SCCCS1 (2-(3,4,5-trimethoxyphenylmethyl)-1,3-dithiane). As a reaction SMILES: [S:1]1[CH2:6][CH2:5][CH2:4][S:3][CH2:2]1.[CH3:7][O:8][C:9]1[CH:10]=[C:11]([CH:14]=[C:15]([O:19][CH3:20])[C:16]=1[O:17][CH3:18])[CH2:12]Cl.O>O1CCCC1.CCCCC>[CH3:20][O:19][C:15]1[CH:14]=[C:11]([CH2:12][CH:2]2[S:3][CH2:4][CH2:5][CH2:6][S:1]2)[CH:10]=[C:9]([O:8][CH3:7])[C:16]=1[O:17][CH3:18]. Procedure details: To a solution of 26.7 g of 1,3-dithiane in 222 ml of tetrahydrofuran which has been cooled to -78° C. was added over a period of 15 minutes, 137 ml of 1.7M solution of tetra-butyl lithium in pentane. The resultant mixture was then stirred for 45 minutes, while maintaining the temperature at -78° C., after which time it was warmed to 0° C. The mixture was then added to an ice-cold solution of 48.0 g of 3,4,5-trimethoxybenzyl chloride in 222 ml of tetrahydrofuran over a period of 20 minutes, after... The reactants are [N+](=O)([O-])C (nitromethane), C(C)NCC (diethylamine), N1=CC(=CC=C1)C=O (3-pyridine carboxaldehyde). Solvent: C(C)O (ethanol). Run at temperature 0 celsius, time 3 hour. Product: N1=CC(=CC=C1)C(C[N+](=O)[O-])O (1-(3-pyridyl)-2-nitroethanol). As a reaction SMILES: [N+:1]([CH3:4])([O-:3])=[O:2].C(NCC)C.[N:10]1[CH:15]=[CH:14][CH:13]=[C:12]([CH:16]=[O:17])[CH:11]=1>C(O)C>[N:10]1[CH:15]=[CH:14][CH:13]=[C:12]([CH:16]([OH:17])[CH2:4][N+:1]([O-:3])=[O:2])[CH:11]=1. Procedure details: To a cooled stirring solution of 15 grams (0.25 mol) nitromethane and 0.35 gram (0.005 mol) diethylamine in 26 milliliters of ethanol was added dropwise 10 grams (0.093 mol) 3-pyridine carboxaldehyde. The reaction was stirred for 3 hours at 0° C. then warmed to ambient temperature. Concentration yielded crude 1-(3-pyridyl)-2-nitroethanol. The reactants are CCc1nc2c(C)cc(C)nc2n1Cc1ccc(-c2ccccc2-c2nnnn2-c2ccc([N+](=O)[O-])cc2)cc1, C[O-], CO, [Na+]. The product is CCc1nc2c(C)cc(C)nc2n1Cc1ccc(-c2ccccc2-c2nnn[nH]2)cc1. Reaction SMILES: [CH2:4]([CH3:5])[c:6]1[n:7][c:8]2[c:9]([n:10][c:11]([CH3:15])[cH:12][c:13]2[CH3:14])[n:16]1[CH2:17][c:18]1[cH:19][cH:20][c:21](-[c:24]2[c:25](-[c:30]3[n:31][n:32][n:33][n:34]3-[c:35]3[cH:36][cH:37][c:38]([N+:39]([O-:40])=[O:41])[cH:42][cH:43]3)[cH:26][cH:27][cH:28][cH:29]2)[cH:22][cH:23]1.[CH3:1][O-:2].[CH3:44][OH:45].[Na+:3]>>[CH2:4]([CH3:5])[c:6]1[n:7][c:8]2[c:9]([n:10][c:11]([CH3:15])[cH:12][c:13]2[CH3:14])[n:16]1[CH2:17][c:18]1[cH:19][cH:20][c:21](-[c:24]2[c:25](-[c:30]3[n:31][n:32][n:33][nH:34]3)[cH:26][cH:27][cH:28][cH:29]2)[cH:22][cH:23]1. Isolated yield 88.2%. As a reaction SMILES: [SH:1][C:2]1[NH:3][C:4]2[CH:10]=[CH:9][CH:8]=[CH:7][C:5]=2[N:6]=1.CCN(C(C)C)C(C)C.Br[CH2:21][CH2:22][O:23][C:24]1[CH:29]=[CH:28][C:27]([Cl:30])=[CH:26][CH:25]=1>C1COCC1>[Cl:30][C:27]1[CH:28]=[CH:29][C:24]([O:23][CH2:22][CH2:21][S:1][C:2]2[NH:3][C:4]3[CH:10]=[CH:9][CH:8]=[CH:7][C:5]=3[N:6]=2)=[CH:25][CH:26]=1. Yields the product ClC1=CC=C(OCCSC=2NC3=C(N2)C=CC=C3)C=C1 (2-[2-(4-Chloro-phenoxy)-ethylsulfanyl]-benzoimidazole). Reported procedure: A solution of 2-sulfanylbenzimidazole (159 mg, 1.06 mmol) and DIPEA (150 mg, 200 μl, 1.16 mmol) in dry THF (3 ml) is refluxed for half an hour. After cooling to rt, 1-(2-bromo-ethoxy)-4-chloro-benzene (250 mg, 1.06 mmol) is added. After a further 4 h of reflux, the solvents are removed in vacuo and the residue purified by flash chromatography on silica gel (AcOEt/heptane, 1:9 to 3:7), yielding the title compound (285 mg) in 88% as a white solid: tR=5.40 min (LC-1), ESI-MS (neg.): m/z 303.0 [M−H]... Starting materials: SC=1NC2=C(N1)C=CC=C2 (2-sulfanylbenzimidazole), CCN(C(C)C)C(C)C (DIPEA), BrCCOC1=CC=C(C=C1)Cl (1-(2-bromo-ethoxy)-4-chloro-benzene). Run in C1CCOC1 (THF). Starting materials: CI, N#Cc1ccc(O)c(Cl)c1, [H-], [Na+], CN(C)C=O. The product is COc1ccc(C#N)cc1Cl. As a reaction SMILES: [CH3:13][I:14].[Cl:1][c:2]1[cH:3][c:4]([C:5]#[N:6])[cH:7][cH:8][c:9]1[OH:10].[H-:11].[Na+:12].[O:15]=[CH:16][N:17]([CH3:18])[CH3:19]>>[Cl:1][c:2]1[cH:3][c:4]([C:5]#[N:6])[cH:7][cH:8][c:9]1[O:10][CH3:13]. Reactants: C(C)(=O)O[C@H]1[C@H](OCC[Si](C)(C)C)O[C@@H]([C@H]([C@@H]1OC(C)=O)O[C@H]1[C@H](OC(C)=O)[C@@H](OC(C)=O)[C@@H](OC(C)=O)[C@H](O1)COC(C)=O)COC(C)=O (2-trimethylsilylethyl 2,3,6-tri-O-acetyl-4-O-(2,3,4,6-tetra-O-acetyl-β-D-galactopyranosyl)-β-D-glucopyranoside). Solvent: C[O-].[Na+] (sodium methoxide). The product is [C@@H]1([C@H](O)[C@@H](O)[C@@H](O)[C@H](O1)CO)O[C@H]1[C@@H]([C@H]([C@H](OCC[Si](C)(C)C)O[C@@H]1CO)O)O (2-Trimethylsilylethyl 4-O-β-D-galactopyranosyl-β-D-glucopyranoside). Yield: 82.5%. RXN SMILES: C([O:4][C@@H:5]1[C@@H:17]([O:18]C(=O)C)[C@H:16]([O:22][C@@H:23]2[O:40][C@H:39]([CH2:41][O:42]C(=O)C)[C@H:34]([O:35]C(=O)C)[C@H:29]([O:30]C(=O)C)[C@H:24]2[O:25]C(=O)C)[C@@H:15]([CH2:46][O:47]C(=O)C)[O:14][C@H:6]1[O:7][CH2:8][CH2:9][Si:10]([CH3:13])([CH3:12])[CH3:11])(=O)C>C[O-].[Na+]>[C@@H:23]1([O:22][C@@H:16]2[C@@H:15]([CH2:46][OH:47])[O:14][C@@H:6]([O:7][CH2:8][CH2:9][Si:10]([CH3:13])([CH3:12])[CH3:11])[C@H:5]([OH:4])[C@H:17]2[OH:18])[O:40][C@H:39]([CH2:41][OH:42])[C@H:34]([OH:35])[C@H:29]([OH:30])[C@H:24]1[OH:25] |f:1.2|. Procedure: 2-Trimethylsilylethyl 2,3,6-tri-O-acetyl-4-O-(2,3,4,6-tetra-O-acetyl-β-D-galactopyranosyl)-β-D-glucopyranoside (1) (Jansson et al., 1988) (29.4 g, 40 mmol) was stirred in methanolic sodium methoxide (5.8 mM, 515 mL) for 15 h. Neutralization with acetic acid, evaporation and crystallization from ethanol gave (2) (14.6 g, 82%). The reactants are C(\C=C\C)(=O)O (crotonic acid), S(=O)(Cl)Cl (thionyl chloride), NC1=CC(=C(C#N)C=C1)Cl (4-amino-2-chlorobenzonitrile). Solvent: [Cl-].[Na+].O (brine), CC(=O)N(C)C (DMA). Reaction conditions: time 14 hour. Product: ClC=1C=C(C=CC1C#N)NC(\C=C\C)=O ((E)-N-(3-chloro-4-cyanophenyl)but-2-enamide). The yield is 100.0%. Reaction SMILES: [C:1]([OH:6])(=O)/[CH:2]=[CH:3]/[CH3:4].S(Cl)(Cl)=O.[NH2:11][C:12]1[CH:19]=[CH:18][C:15]([C:16]#[N:17])=[C:14]([Cl:20])[CH:13]=1>CC(N(C)C)=O.[Cl-].[Na+].O>[Cl:20][C:14]1[CH:13]=[C:12]([NH:11][C:1](=[O:6])/[CH:2]=[CH:3]/[CH3:4])[CH:19]=[CH:18][C:15]=1[C:16]#[N:17] |f:4.5.6|. Reported procedure: A solution of crotonic acid (8.24 mL, 98.31 mmol) and thionyl chloride (7.18 mL, 98.31 mmol) in DMA (150 mL) was stirred at 0° C. for 1 hr. To the reaction mixture was added 4-amino-2-chlorobenzonitrile (15 g, 98.31 mmol), and the mixture was stirred at room temperature for additional 14 hr. To the reaction solution was added brine at room temperature, and the mixture was extracted with ethyl acetate. The organic layer was washed with 1N aqueous sodium hydroxide solution and 1N hydrochloric acid... Starting materials: C(C)OC=1C=C(C=CC1OC)C(CS(=O)(=O)C)N (1-(3-ethoxy-4-methoxyphenyl)-2-methylsulfonylethylamine), C(O)([O-])=O.[Na+] (sodium hydrogen carbonate), Cl (hydrochloric acid), C(C)OC(=O)N1C(C=2C(C1=O)=CC=CC2)=O (N-ethoxycarbonylphthalimide). Solvent: C(C)#N (acetonitrile), O (water), O (water). Conditions: time 2 minute. Product: C(C)OC=1C=C(C=CC1OC)C(CS(=O)(=O)C)N1C(C2=CC=CC=C2C1=O)=O (2-[1-(3-ethoxy-4-methoxyphenyl)-2-methylsulfonylethyl]isoindoline-1,3dione). Isolated yield 69.9%. RXN SMILES: [CH2:1]([O:3][C:4]1[CH:5]=[C:6]([CH:12]([NH2:18])[CH2:13][S:14]([CH3:17])(=[O:16])=[O:15])[CH:7]=[CH:8][C:9]=1[O:10][CH3:11])[CH3:2].C(=O)([O-])O.[Na+].C(OC(N1[C:33](=[O:34])[C:32]2=[CH:35][CH:36]=[CH:37][CH:38]=[C:31]2[C:30]1=[O:39])=O)C.Cl>C(#N)C.O>[CH2:1]([O:3][C:4]1[CH:5]=[C:6]([CH:12]([N:18]2[C:33](=[O:34])[C:32]3[C:31](=[CH:38][CH:37]=[CH:36][CH:35]=3)[C:30]2=[O:39])[CH2:13][S:14]([CH3:17])(=[O:16])=[O:15])[CH:7]=[CH:8][C:9]=1[O:10][CH3:11])[CH3:2] |f:1.2|. Procedure: A mixture of 1-(3-ethoxy-4-methoxyphenyl)-2-methylsulfonylethylamine (200 mg, 0.73 mmol) and sodium hydrogen carbonate (80 mg, 0.95 mmol) in acetonitrile and water (2 mL each) was stirred under nitrogen at room temperature for 2 minutes. To the resulting solution was added N-ethoxycarbonylphthalimide (170 mg, 0.78 mmol). After 17 hours, the resulting solution was stirred with hydrochloric acid (2 mL, 4 N), and water (30 mL) at room temperature for 30 minutes. The resulting suspension was filtere...